From a dataset of the Open Reaction Database (ORD), a public repository of structured organic reaction records. describe an organic reaction: reactants, conditions, products, and yield Reactants: COc1cc(OC)c(C=CS(=O)(=O)Cc2ccc(OC)c(N)c2)c(OC)c1, CC(=O)[O-], CO, COC(=O)C(C)Br, [Na+], O. The product is COC(=O)C(C)Nc1cc(CS(=O)(=O)C=Cc2c(OC)cc(OC)cc2OC)ccc1OC. RXN SMILES: [CH3:13][O:14][c:15]1[c:16]([CH:17]=[CH:18][S:19](=[O:20])(=[O:21])[CH2:22][c:23]2[cH:24][cH:25][c:26]([O:30][CH3:31])[c:27]([NH2:29])[cH:28]2)[c:32]([O:38][CH3:39])[cH:33][c:34]([O:36][CH3:37])[cH:35]1.[CH3:2][C:3](=[O:4])[O-:5].[CH3:41][OH:42].[CH3:6][O:7][C:8]([CH:9]([CH3:10])[Br:11])=[O:12].[Na+:1].[OH2:40]>>[CH3:6][O:7][C:8]([CH:9]([CH3:10])[NH:29][c:27]1[c:26]([O:30][CH3:31])[cH:25][cH:24][c:23]([CH2:22][S:19]([CH:18]=[CH:17][c:16]2[c:15]([O:14][CH3:13])[cH:35][c:34]([O:36][CH3:37])[cH:33][c:32]2[O:38][CH3:39])(=[O:20])=[O:21])[cH:28]1)=[O:12].